describe an organic reaction: reactants, conditions, products, and yield From a dataset of the Open Reaction Database (ORD), a public repository of structured organic reaction records. The reactants are C(C)C=1C(=C2C(=CN(C2=C(C1)C)S(=O)(=O)C1=CC=C(C)C=C1)C1=CC=CC=C1)C(C1=NC2=C(N1COCC[Si](C)(C)C)C=CC(=C2)C#N)O ((±)-2-((5-ethyl-7-methyl-3-phenyl-1-tosyl-1H-indol-4-yl)(hydroxy)methyl)-1-((2-(trimethylsilyl)ethoxy)methyl)-1H-benzo[d]imidazole-5-carbonitrile), C(C)C=1C(=C2C(=CN(C2=C(C1)C)S(=O)(=O)C1=CC=C(C)C=C1)C1=CC=CC=C1)C(C1=NC2=C(N1COCC[Si](C)(C)C)C=C(C=C2)C#N)O ((±)-2-((5-ethyl-7-methyl-3-phenyl-1-tosyl-1H-indol-4-yl)(hydroxy)methyl)-1-((2-(trimethylsilyl)ethoxy)methyl)-1H-benzo[d]imidazole-6-carbonitrile). The solvent is Cl (HCl), CO (MeOH), CCOC(=O)C (EtOAc). Run at temperature 60 celsius, time 17 hour. The product is C(C)C=1C(=C2C(=CN(C2=C(C1)C)S(=O)(=O)C1=CC=C(C)C=C1)C1=CC=CC=C1)C(C1=NC2=C(N1)C=CC(=C2)C#N)O ((±)-2-((5-Ethyl-7-methyl-3-phenyl-1-tosyl-1H-indol-4-yl)(hydroxy)methyl)-1H-benzo[d]imidazole-5-carbonitrile). Reaction SMILES: [CH2:1]([C:3]1[C:4]([CH:29]([OH:49])[C:30]2[N:34](COCC[Si](C)(C)C)[C:33]3[CH:43]=[CH:44][C:45]([C:47]#[N:48])=[CH:46][C:32]=3[N:31]=2)=[C:5]2[C:9](=[C:10]([CH3:12])[CH:11]=1)[N:8]([S:13]([C:16]1[CH:22]=[CH:21][C:19]([CH3:20])=[CH:18][CH:17]=1)(=[O:15])=[O:14])[CH:7]=[C:6]2[C:23]1[CH:28]=[CH:27][CH:26]=[CH:25][CH:24]=1)[CH3:2].C(C1C(C(O)C2N(COCC[Si](C)(C)C)C3C=C(C#N)C=CC=3N=2)=C2C(=C(C)C=1)N(S(C1C=CC(C)=CC=1)(=O)=O)C=C2C1C=CC=CC=1)C>Cl.CO.CCOC(C)=O>[CH2:1]([C:3]1[C:4]([CH:29]([OH:49])[C:30]2[NH:34][C:33]3[CH:43]=[CH:44][C:45]([C:47]#[N:48])=[CH:46][C:32]=3[N:31]=2)=[C:5]2[C:9](=[C:10]([CH3:12])[CH:11]=1)[N:8]([S:13]([C:16]1[CH:22]=[CH:21][C:19]([CH3:20])=[CH:18][CH:17]=1)(=[O:15])=[O:14])[CH:7]=[C:6]2[C:23]1[CH:24]=[CH:25][CH:26]=[CH:27][CH:28]=1)[CH3:2]. Reported procedure: A solution of a mixture of (±)-2-((5-ethyl-7-methyl-3-phenyl-1-tosyl-1H-indol-4-yl)(hydroxy)methyl)-1-((2-(trimethylsilyl)ethoxy)methyl)-1H-benzo[d]imidazole-5-carbonitrile and (±)-2-((5-ethyl-7-methyl-3-phenyl-1-tosyl-1H-indol-4-yl)(hydroxy)methyl)-1-((2-(trimethylsilyl)ethoxy)methyl)-1H-benzo[d]imidazole-6-carbonitrile (25 mg, 0.036 mmol) in 1M HCl in MeOH (2 mL) was stirred at 60° C. for 17 h. The reaction mixture was cooled to room temperature. The reaction mixture was diluted with EtOAc. Th... Reactants: ClC1=C(C(=NC2=CC(=CC(=C12)F)F)N1C(CC(C1)(C)C)=O)C (1-(4-chloro-5,7-difluoro-3-methylquinolin-2-yl)-4,4-dimethylpyrrolidin-2-one), O1CCN(CC1)C=1C=C(C=NC1)N (5-morpholinopyridin-3-amine). Run in C1(=CC=CC=C1)C (toluene). The product is FC1=C2C(=C(C(=NC2=CC(=C1)F)N1C(CC(C1)(C)C)=O)C)NC=1C=NC=C(C1)N1CCOCC1 (1-(5,7-difluoro-3-methyl-4-(5-morpholinopyridin-3-ylamino)quinolin-2-yl)-4,4-dimethylpyrrolidin-2-one). Reaction SMILES: Cl[C:2]1[C:11]2[C:6](=[CH:7][C:8]([F:13])=[CH:9][C:10]=2[F:12])[N:5]=[C:4]([N:14]2[CH2:18][C:17]([CH3:20])([CH3:19])[CH2:16][C:15]2=[O:21])[C:3]=1[CH3:22].[O:23]1[CH2:28][CH2:27][N:26]([C:29]2[CH:30]=[C:31]([NH2:35])[CH:32]=[N:33][CH:34]=2)[CH2:25][CH2:24]1>C1(C)C=CC=CC=1>[F:12][C:10]1[CH:9]=[C:8]([F:13])[CH:7]=[C:6]2[C:11]=1[C:2]([NH:35][C:31]1[CH:32]=[N:33][CH:34]=[C:29]([N:26]3[CH2:27][CH2:28][O:23][CH2:24][CH2:25]3)[CH:30]=1)=[C:3]([CH3:22])[C:4]([N:14]1[CH2:18][C:17]([CH3:20])([CH3:19])[CH2:16][C:15]1=[O:21])=[N:5]2. Reported procedure: Prepared according to Procedure H using 1-(4-chloro-5,7-difluoro-3-methylquinolin-2-yl)-4,4-dimethylpyrrolidin-2-one (150 mg, 0.46 mmol) and 5-morpholinopyridin-3-amine in toluene to give 1-(5,7-difluoro-3-methyl-4-(5-morpholinopyridin-3-ylamino)quinolin-2-yl)-4,4-dimethylpyrrolidin-2-one. 1H NMR (CDCl3) δ ppm 8.11 (1H, d, J=1.8 Hz), 8.02 (1H, d, J=9.2 Hz), 7.83 (1H, d, J=2.2 Hz), 7.45 (1H, dd, J=9.3, 1.1 Hz), 7.02 (1H, ddd, J=13.3, 8.6, 2.5 Hz), 6.82 (1H, t, J=2.2 Hz), 3.91 (2H, br. s.), 3.71-3... Starting materials: COC(=O)C=1C=C2CCN(CC2=CC1)C(=O)OC(C)(C)C (3,4-dihydro(1H)isoquinoline-2,6-dicarboxylic acid 2-(tert-butyl) ester 6-methyl ester), FC(C(=O)O)(F)F (trifluoroacetic acid). Solvent: C(Cl)Cl (methylene chloride). Conditions: time 30 minute. The product is COC(=O)C=1C=C2CCN(CC2=CC1)C (2-methyl-1,2,3,4-tetrahydro-6-isoquinolinecarboxylic acid methyl ester). The yield is 66.8%. As a reaction SMILES: [CH3:1][O:2][C:3]([C:5]1[CH:6]=[C:7]2[C:12](=[CH:13][CH:14]=1)[CH2:11][N:10]([C:15](OC(C)(C)C)=O)[CH2:9][CH2:8]2)=[O:4].FC(F)(F)C(O)=O>C(Cl)Cl>[CH3:1][O:2][C:3]([C:5]1[CH:6]=[C:7]2[C:12](=[CH:13][CH:14]=1)[CH2:11][N:10]([CH3:15])[CH2:9][CH2:8]2)=[O:4]. Reported procedure: To 3,4-dihydro(1H)isoquinoline-2,6-dicarboxylic acid 2-(tert-butyl) ester 6-methyl ester (WO00/09480) (344 mg) dissolved in methylene chloride (6 mL), under ice cooling, trifluoroacetic acid (3 mL) was added, followed by stirring for 30 minutes. The reaction mixture was concentrated, and diluted with chloroform. The resultant mixture was neutralized with saturated aqueous sodium hydrogencarbonate, followed by extracting with chloroform/methanol (4/1). The resultant organic layer was dried over s... Starting materials: C1(CC1)CCN(C=1C(=NN2C1SC=C2C2=C(C=C(C=C2OC)COCC)OC)OC)C2CCOCC2 (N-(2-cyclopropylethyl)-3-[4-(ethoxymethyl)-2,6-dimethoxyphenyl]-6-methoxy-N-(tetrahydro-2H-pyran-4-yl)pyrazolo[5,1-b][1,3]thiazole-7-amine), CS(=O)(=O)O (methanesulfonic acid). Solvent: C(C)(=O)OCC (ethyl acetate). Run at time 1 hour. Yields the product CS(=O)(=O)O.C1(CC1)CCN(C=1C(=NN2C1SC=C2C2=C(C=C(C=C2OC)COCC)OC)OC)C2CCOCC2 (N-(2-Cyclopropylethyl)-3-[4-(ethoxymethyl)-2,6-dimethoxyphenyl]-6-methoxy-N-(tetrahydro-2H-pyran-4-yl)pyrazolo[5,1-b][1,3]thiazole-7-amine methanesulfonate). Reaction SMILES: [CH:1]1([CH2:4][CH2:5][N:6]([CH:31]2[CH2:36][CH2:35][O:34][CH2:33][CH2:32]2)[C:7]2[C:8]([O:29][CH3:30])=[N:9][N:10]3[C:14]([C:15]4[C:20]([O:21][CH3:22])=[CH:19][C:18]([CH2:23][O:24][CH2:25][CH3:26])=[CH:17][C:16]=4[O:27][CH3:28])=[CH:13][S:12][C:11]=23)[CH2:3][CH2:2]1.[CH3:37][S:38]([OH:41])(=[O:40])=[O:39]>C(OCC)(=O)C>[CH3:37][S:38]([OH:41])(=[O:40])=[O:39].[CH:1]1([CH2:4][CH2:5][N:6]([CH:31]2[CH2:32][CH2:33][O:34][CH2:35][CH2:36]2)[C:7]2[C:8]([O:29][CH3:30])=[N:9][N:10]3[C:14]([C:15]4[C:20]([O:21][CH3:22])=[CH:19][C:18]([CH2:23][O:24][CH2:25][CH3:26])=[CH:17][C:16]=4[O:27][CH3:28])=[CH:13][S:12][C:11]=23)[CH2:3][CH2:2]1 |f:3.4|. Procedure: To a mixture of N-(2-cyclopropylethyl)-3-[4-(ethoxymethyl)-2,6-dimethoxyphenyl]-6-methoxy-N-(tetrahydro-2H-pyran-4-yl)pyrazolo[5,1-b][1,3]thiazole-7-amine (16.2 mg) and ethyl acetate (0.5 mL) was added methanesulfonic acid (2.05 μL). The mixture was stirred at room temperature for 1 hour and the solvent was removed by blowing nitrogen stream and dried to obtain the title compound (19.2 mg). The reactants are CCOC(=O)c1cc(-c2cccc(Cl)c2)c(OCCO)c(-c2cccc(Cl)c2)c1, C1CCOC1, [Li]CCCC, NCCCc1ccccc1. The product is O=C(NCCCc1ccccc1)c1cc(-c2cccc(Cl)c2)c(OCCO)c(-c2cccc(Cl)c2)c1. Reaction SMILES: [CH2:16]([O:18][C:19](=[O:17])[c:20]1[cH:21][c:22](-[c:37]2[cH:38][c:39]([Cl:43])[cH:40][cH:41][cH:42]2)[c:23]([O:33][CH2:34][CH2:35][OH:36])[c:24](-[c:26]2[cH:27][c:28]([Cl:32])[cH:29][cH:30][cH:31]2)[cH:25]1)[CH3:44].[CH2:45]1[O:46][CH2:47][CH2:48][CH2:49]1.[CH3:11][CH2:12][CH2:13][CH2:14][Li:15].[c:1]1([CH2:7][CH2:8][CH2:9][NH2:10])[cH:2][cH:3][cH:4][cH:5][cH:6]1>>[c:1]1([CH2:7][CH2:8][CH2:9][NH:10][C:19](=[O:18])[c:20]2[cH:21][c:22](-[c:37]3[cH:38][c:39]([Cl:43])[cH:40][cH:41][cH:42]3)[c:23]([O:33][CH2:34][CH2:35][OH:36])[c:24](-[c:26]3[cH:27][c:28]([Cl:32])[cH:29][cH:30][cH:31]3)[cH:25]2)[cH:2][cH:3][cH:4][cH:5][cH:6]1. The reactants are CCOC(=O)c1cc(-c2ccccc2)sc1N, [Cl-], Cl[Cu]Cl, CC(C)(C)ON=O, [NH4+]. Yields the product CCOC(=O)c1csc(-c2ccccc2)c1. RXN SMILES: [CH2:8]([CH3:9])[O:10][C:11](=[O:12])[c:13]1[c:14]([NH2:24])[s:15][c:16](-[c:18]2[cH:19][cH:20][cH:21][cH:22][cH:23]2)[cH:17]1.[Cl-:28].[Cl:25][Cu:26][Cl:27].[N:1]([O:2][C:3]([CH3:4])([CH3:5])[CH3:6])=[O:7].[NH4+:29]>>[CH2:8]([CH3:9])[O:10][C:11](=[O:12])[c:13]1[cH:14][s:15][c:16](-[c:18]2[cH:19][cH:20][cH:21][cH:22][cH:23]2)[cH:17]1. Reactants: COC(C)=O, COC(=O)c1cccc(O[Si](C)(C)C(C)(C)C)c1C, O=C1CCC(=O)N1Br. Product: COC(=O)c1cccc(O[Si](C)(C)C(C)(C)C)c1CBr. As a reaction SMILES: [C:28]([O:29][CH3:30])(=[O:31])[CH3:32].[C:9]([CH3:10])([CH3:11])([CH3:12])[Si:13]([O:14][c:15]1[c:16]([CH3:25])[c:17]([C:18](=[O:19])[O:20][CH3:21])[cH:22][cH:23][cH:24]1)([CH3:26])[CH3:27].[O:1]=[C:2]1[N:3]([Br:8])[C:4](=[O:5])[CH2:6][CH2:7]1>>[Br:8][CH2:25][c:16]1[c:15]([O:14][Si:13]([C:9]([CH3:10])([CH3:11])[CH3:12])([CH3:26])[CH3:27])[cH:24][cH:23][cH:22][c:17]1[C:18](=[O:19])[O:20][CH3:21]. Starting materials: Cn1c(Br)nc(-c2ccccc2)c1-c1nc2c(N)ncnc2s1, C[S-], [Na+], CN(C)C=O. The product is Cn1c(S)nc(-c2ccccc2)c1-c1nc2c(N)ncnc2s1. As a reaction SMILES: [Br:1][c:2]1[n:3]([CH3:23])[c:4](-[c:13]2[s:14][c:15]3[n:16][cH:17][n:18][c:19]([NH2:22])[c:20]3[n:21]2)[c:5](-[c:7]2[cH:8][cH:9][cH:10][cH:11][cH:12]2)[n:6]1.[CH3:24][S-:25].[Na+:26].[O:27]=[CH:28][N:29]([CH3:30])[CH3:31]>>[c:2]1([SH:25])[n:3]([CH3:23])[c:4](-[c:13]2[s:14][c:15]3[n:16][cH:17][n:18][c:19]([NH2:22])[c:20]3[n:21]2)[c:5](-[c:7]2[cH:8][cH:9][cH:10][cH:11][cH:12]2)[n:6]1. Starting materials: FC1=C(NC=2C(=CNC(C2)=O)C(=O)OCC)C=CC(=C1)I (Ethyl 4-(2-fluoro-4-iodoanilino)-6-oxo-1,6-dihydro-3-pyridinecarboxylate), [H-].[Na+] (NaH), ICC (iodoethane). The solvent is CN(C)C=O (DMF). The product is C(C)N1C=C(C(=CC1=O)NC1=C(C=C(C=C1)I)F)C(=O)OCC (Ethyl 1-ethyl-4-(2-fluoro-4-iodoanilino)-6-oxo-1,6-dihydro-3-pyridinecarboxylate), needles. Isolated yield 61.0%. As a reaction SMILES: [F:1][C:2]1[CH:20]=[C:19]([I:21])[CH:18]=[CH:17][C:3]=1[NH:4][C:5]1[C:6]([C:12]([O:14][CH2:15][CH3:16])=[O:13])=[CH:7][NH:8][C:9](=[O:11])[CH:10]=1.[H-].[Na+].I[CH2:25][CH3:26]>CN(C=O)C>[CH2:25]([N:8]1[C:9](=[O:11])[CH:10]=[C:5]([NH:4][C:3]2[CH:17]=[CH:18][C:19]([I:21])=[CH:20][C:2]=2[F:1])[C:6]([C:12]([O:14][CH2:15][CH3:16])=[O:13])=[CH:7]1)[CH3:26] |f:1.2|. Reported procedure: Ethyl 4-(2-fluoro-4-iodoanilino)-6-oxo-1,6-dihydro-3-pyridinecarboxylate was reacted with NaH and iodoethane in DMF under the same conditions as for example 22, step A to give a crude solid which was purified by column chromatography on silica gel (50% EtOAc/hexanes as eluant). Ethyl 1-ethyl-4-(2-fluoro-4-iodoanilino)-6-oxo-1,6-dihydro-3-pyridinecarboxylate was isolated as white needles (61%), m.p. (EtOAc/hexanes) 138-142° C. 1H NMR [(CD3)2SO, 400 MHz] δ 9.29 (s, 1H), 8.52 (s, 1H), 7.77 (dd, J=1... Starting materials: Cl (hydrochloric acid), NC=1SC=C(N1)C(C(=O)N[C@H]1[C@@H]2N(C(=C(CS2)C[N+]=2N(C(=CC2)NC=O)C)C(=O)[O-])C1=O)=NOC (7β-[2-(2-aminothiazol-4-yl)-2-methoxyiminoacetamido]-3-(3-formamido-2-methyl-1-pyrazolio)methyl-3-cephem-4-carboxylate), C(C)OCC (diethyl ether). The solvent is CO (methanol). Reaction conditions: time 3 hour. The product is NC=1SC=C(N1)C(C(=O)N[C@H]1[C@@H]2N(C(=C(CS2)C[N+]=2N(C(=CC2)N)C)C(=O)[O-])C1=O)=NOC (7β-[2-(2-aminothiazol-4-yl)-2-methoxyiminoacetamido]-3-(3-amino-2-methyl-1-pyrazolio)methyl-3-cephem-4-carboxylate). RXN SMILES: Cl.[NH2:2][C:3]1[S:4][CH:5]=[C:6]([C:8](=[N:34][O:35][CH3:36])[C:9]([NH:11][C@@H:12]2[C:32](=[O:33])[N:14]3[C:15]([C:29]([O-:31])=[O:30])=[C:16]([CH2:19][N+:20]4[N:21]([CH3:28])[C:22]([NH:25]C=O)=[CH:23][CH:24]=4)[CH2:17][S:18][C@H:13]23)=[O:10])[N:7]=1.C(OCC)C>CO>[NH2:2][C:3]1[S:4][CH:5]=[C:6]([C:8](=[N:34][O:35][CH3:36])[C:9]([NH:11][C@@H:12]2[C:32](=[O:33])[N:14]3[C:15]([C:29]([O-:31])=[O:30])=[C:16]([CH2:19][N+:20]4[N:21]([CH3:28])[C:22]([NH2:25])=[CH:23][CH:24]=4)[CH2:17][S:18][C@H:13]23)=[O:10])[N:7]=1. Reported procedure: Concentrated hydrochloric acid (0.136 ml) was added to a suspension of 7β-[2-(2-aminothiazol-4-yl)-2-methoxyiminoacetamido]-3-(3-formamido-2-methyl-1-pyrazolio)methyl-3-cephem-4-carboxylate (syn isomer) (0.2 g) in methanol (1 ml) at ambient temperature. After being stirred at the same temperature for 3 hours, the mixture was added dropwise to diethyl ether (100 ml), and the precipitate was collected by filtration. The precipitate was dissolved in water and subjected to column chromatography on m...